Task: describe an organic reaction: reactants, conditions, products, and yield. Dataset: the Open Reaction Database (ORD), a public repository of structured organic reaction records Starting materials: CCCCc1ccc(C(=O)Cl)cc1, COc1ccccc1, O=S(=O)([O-])C(F)(F)F, O=S(=O)([O-])C(F)(F)F, O=S(=O)([O-])C(F)(F)F, C[N+](=O)[O-], [Yb+3]. Product: CCCCc1ccc(C(=O)c2ccc(OC)cc2)cc1. Reaction SMILES: [CH2:9]([CH2:10][CH2:11][CH3:12])[c:13]1[cH:14][cH:15][c:16]([C:17](=[O:18])[Cl:19])[cH:20][cH:21]1.[CH3:1][O:2][c:3]1[cH:4][cH:5][cH:6][cH:7][cH:8]1.[F:22][C:23]([F:24])([F:25])[S:26]([O-:27])(=[O:28])=[O:29].[F:31][C:32]([F:33])([F:34])[S:35]([O-:36])(=[O:37])=[O:38].[F:39][C:40]([F:41])([F:42])[S:43]([O-:44])(=[O:45])=[O:46].[N+:47]([CH3:48])([O-:49])=[O:50].[Yb+3:30]>>[CH3:1][O:2][c:3]1[cH:4][cH:5][c:6]([C:17]([c:16]2[cH:15][cH:14][c:13]([CH2:9][CH2:10][CH2:11][CH3:12])[cH:21][cH:20]2)=[O:18])[cH:7][cH:8]1. Starting materials: O=C([O-])[O-], C1CNCCN1, ClC(Cl)Cl, [K+], [K+], CCCCCCCCCCCCCCCCCCOCC1CO1, CN(C)C=O. Yields the product CCCCCCCCCCCCCCCCCCOCC(O)CN1CCNCC1. As a reaction SMILES: [C:30](=[O:31])([O-:32])[O-:33].[CH2:24]1[CH2:25][NH:26][CH2:27][CH2:28][NH:29]1.[CH:36]([Cl:37])([Cl:38])[Cl:39].[K+:34].[K+:35].[O:1]1[CH2:2][CH:3]1[CH2:4][O:5][CH2:6][CH2:7][CH2:8][CH2:9][CH2:10][CH2:11][CH2:12][CH2:13][CH2:14][CH2:15][CH2:16][CH2:17][CH2:18][CH2:19][CH2:20][CH2:21][CH2:22][CH3:23].[O:40]=[CH:41][N:42]([CH3:43])[CH3:44]>>[OH:1][CH:3]([CH2:2][N:26]1[CH2:25][CH2:24][NH:29][CH2:28][CH2:27]1)[CH2:4][O:5][CH2:6][CH2:7][CH2:8][CH2:9][CH2:10][CH2:11][CH2:12][CH2:13][CH2:14][CH2:15][CH2:16][CH2:17][CH2:18][CH2:19][CH2:20][CH2:21][CH2:22][CH3:23]. The reactants are 512f, NC1=CC2=C(C(N(CCO2)C)=O)C=C1 (8-amino-4-methyl-3,4-dihydro-2H-benzo[f][1,4]oxazepin-5-one), ClC1=NC=C(C(=N1)NC1=C(C(=O)NC)C=CC=C1)Cl (2-(2,5-dichloro-pyrimidin-4-ylamino)-N-methyl benzamide). Yields the product ClC=1C(=NC(=NC1)NC1=CC2=C(C(N(CCO2)C)=O)C=C1)NC1=C(C(=O)NC)C=CC=C1 (2[5-chloro-2-(4-methyl-5-oxo-2,3,4,5-tetrahydro-benzo[f][1,4]oxazepin-8-ylamino)-pyrimidin-4-ylamino]-N-methyl-benzamide). Yield: 40.8%. RXN SMILES: [NH2:1][C:2]1[CH:14]=[CH:13][C:5]2[C:6](=[O:12])[N:7]([CH3:11])[CH2:8][CH2:9][O:10][C:4]=2[CH:3]=1.Cl[C:16]1[N:21]=[C:20]([NH:22][C:23]2[CH:32]=[CH:31][CH:30]=[CH:29][C:24]=2[C:25]([NH:27][CH3:28])=[O:26])[C:19]([Cl:33])=[CH:18][N:17]=1>>[Cl:33][C:19]1[C:20]([NH:22][C:23]2[CH:32]=[CH:31][CH:30]=[CH:29][C:24]=2[C:25]([NH:27][CH3:28])=[O:26])=[N:21][C:16]([NH:1][C:2]2[CH:14]=[CH:13][C:5]3[C:6](=[O:12])[N:7]([CH3:11])[CH2:8][CH2:9][O:10][C:4]=3[CH:3]=2)=[N:17][CH:18]=1. Procedure: Following the procedure of 512f, 8-amino-4-methyl-3,4-dihydro-2H-benzo[f][1,4]oxazepin-5-one (0.04 g, 0.0002 mol) and 2-(2,5-dichloro-pyrimidin-4-ylamino)-N-methyl benzamide (0.062 g, 0.0002 mol) were reacted giving 2[5-chloro-2-(4-methyl-5-oxo-2,3,4,5-tetrahydro-benzo[f][1,4]oxazepin-8-ylamino)-pyrimidin-4-ylamino]-N-methyl-benzamide (0.037 g, 41%) as a white solid. MP: 288-9° C.; 1H-NMR (DMSO-d6) δ 11.62 (s, 1H), 9.74 (s, 1H), 8.78 (d, 1H), 8.70-2 (d, 1H), 8.29 9s, 1H), 7.75-7 (d, 1H), 7.53-8 ...